This data is from the Open Reaction Database (ORD), a public repository of structured organic reaction records. The task is: describe an organic reaction: reactants, conditions, products, and yield Reactants: C(C)(C)(C)OC(=O)N1CCC2=C(N(N=C2CC1)C1CCC1)OS(=O)(=O)C(F)(F)F (2-cyclobutyl-3-trifluoromethanesulfonyloxy-4,5,7,8-tetrahydro-2H-1,2,6-triaza-azulene-6-carboxylic acid tert-butyl ester), C(#N)C1=CC=C(C=C1)B(O)O (4-cyanophenylboronic acid). The product is C1(CCC1)N1N=C2CCNCCC2=C1C1=CC=C(C#N)C=C1 (4-(2-Cyclobutyl-2,4,5,6,7,8-hexahydro-1,2,6-triaza-azulen-3-yl)-benzonitrile). Yield: 24.5%. Reaction SMILES: C(OC([N:8]1[CH2:17][CH2:16][C:15]2[C:11](=[C:12](OS(C(F)(F)F)(=O)=O)[N:13]([CH:18]3[CH2:21][CH2:20][CH2:19]3)[N:14]=2)[CH2:10][CH2:9]1)=O)(C)(C)C.[C:30]([C:32]1[CH:37]=[CH:36][C:35](B(O)O)=[CH:34][CH:33]=1)#[N:31]>>[CH:18]1([N:13]2[C:12]([C:35]3[CH:36]=[CH:37][C:32]([C:30]#[N:31])=[CH:33][CH:34]=3)=[C:11]3[C:15]([CH2:16][CH2:17][NH:8][CH2:9][CH2:10]3)=[N:14]2)[CH2:19][CH2:20][CH2:21]1. Procedure details: The title compound (28 mg) was prepared according to Example 263 using 172 mg of 2-cyclobutyl-3-trifluoromethanesulfonyloxy-4,5,7,8-tetrahydro-2H-1,2,6-triaza-azulene-6-carboxylic acid tert-butyl ester (Example 276, Step A) and 172 mg of 4-cyanophenylboronic acid. MS (ESI): exact mass calculated for C18H20N4, 292.17. found, m/z 293.5 [M+H]+. 1H NMR (500 MHz, CD3OD): 7.92-7.90 (m, 2H), 7.50-7.48 (m, 2H), 4.65-4.58 (m, 1H), 3.42-3.40 (m, 2H), 3.21-3.19 (m, 2H), 2.81-2.78 (m, 2H), 2.66-2.62 (m, 2H)...